This data is from the Open Reaction Database (ORD), a public repository of structured organic reaction records. The task is: describe an organic reaction: reactants, conditions, products, and yield Reactants: Brc1cccc(SCc2ccccc2)n1, CCN, [Cl-], O. The product is CCNc1cccc(SCc2ccccc2)n1. As a reaction SMILES: [CH2:1]([c:2]1[cH:3][cH:4][cH:5][cH:6][cH:7]1)[S:8][c:9]1[n:10][c:11]([Br:15])[cH:12][cH:13][cH:14]1.[CH3:16][CH2:17][NH2:18].[Cl-:19].[OH2:20]>>[CH2:1]([c:2]1[cH:3][cH:4][cH:5][cH:6][cH:7]1)[S:8][c:9]1[n:10][c:11]([NH:18][CH2:17][CH3:16])[cH:12][cH:13][cH:14]1. Starting materials: CS(=O)(=O)Cl, ClCCl, COC(OC)C1(C)Oc2ccc(N)cc2C(n2c(=S)oc3ccccc32)C1O. Yields the product COC(OC)C1(C)Oc2ccc(NS(C)(=O)=O)cc2C(n2c(=S)oc3ccccc32)C1O. As a reaction SMILES: [CH3:29][S:30]([Cl:31])(=[O:32])=[O:33].[Cl:34][CH2:35][Cl:36].[NH2:1][c:2]1[cH:3][cH:4][c:5]2[c:6]([cH:28]1)[CH:7]([n:18]1[c:19](=[S:27])[o:20][c:21]3[c:22]1[cH:23][cH:24][cH:25][cH:26]3)[CH:8]([OH:17])[C:9]([CH3:11])([CH:12]([O:13][CH3:14])[O:15][CH3:16])[O:10]2>>[NH:1]([c:2]1[cH:3][cH:4][c:5]2[c:6]([cH:28]1)[CH:7]([n:18]1[c:19](=[S:27])[o:20][c:21]3[c:22]1[cH:23][cH:24][cH:25][cH:26]3)[CH:8]([OH:17])[C:9]([CH3:11])([CH:12]([O:13][CH3:14])[O:15][CH3:16])[O:10]2)[S:30]([CH3:29])(=[O:32])=[O:33]. Reactants: COC(=O)c1ccc(CCC(Cc2cc(F)c(O[Si](C(C)C)(C(C)C)C(C)C)c(F)c2)C(=O)O)cc1, C1CCOC1, [Cl-], [NH4+]. Yields the product COC(=O)c1ccc(CCC(CO)Cc2cc(F)c(O[Si](C(C)C)(C(C)C)C(C)C)c(F)c2)cc1. As a reaction SMILES: [C:1](=[O:2])([OH:3])[CH:4]([CH2:5][CH2:6][c:7]1[cH:8][cH:9][c:10]([C:11](=[O:12])[O:13][CH3:14])[cH:15][cH:16]1)[CH2:17][c:18]1[cH:19][c:20]([F:36])[c:21]([O:25][Si:26]([CH:27]([CH3:28])[CH3:29])([CH:30]([CH3:31])[CH3:32])[CH:33]([CH3:34])[CH3:35])[c:22]([F:24])[cH:23]1.[CH2:39]1[O:40][CH2:41][CH2:42][CH2:43]1.[Cl-:37].[NH4+:38]>>[CH2:1]([OH:2])[CH:4]([CH2:5][CH2:6][c:7]1[cH:8][cH:9][c:10]([C:11](=[O:12])[O:13][CH3:14])[cH:15][cH:16]1)[CH2:17][c:18]1[cH:19][c:20]([F:36])[c:21]([O:25][Si:26]([CH:27]([CH3:28])[CH3:29])([CH:30]([CH3:31])[CH3:32])[CH:33]([CH3:34])[CH3:35])[c:22]([F:24])[cH:23]1. Starting materials: CC(CO)(C)OC1OCCCC1 (2-methyl-2-(tetrahydro-2H-pyran-2-yloxy)propan-1-ol), C(=O)(O)[O-].[Na+] (NaHCO3), [O-]S(=O)(=S)[O-].[Na+].[Na+] (Na2S2O3), CC(=O)OI1(C=2C=CC=CC2C(=O)O1)(OC(=O)C)OC(=O)C (Dess-Martin periodinane). Solvent: ClCCl (dichloromethane). Reaction conditions: time 20 minute. The product is CC(C=O)(C)OC1OCCCC1 (2-methyl-2-(tetrahydro-2H-pyran-2-yloxy)propanal). The yield is 83.2%. RXN SMILES: [CH3:1][C:2]([O:6][CH:7]1[CH2:12][CH2:11][CH2:10][CH2:9][O:8]1)([CH3:5])[CH2:3][OH:4].CC(OI1(OC(C)=O)(OC(C)=O)OC(=O)C2C=CC=CC1=2)=O.C([O-])(O)=O.[Na+].[O-]S([O-])(=S)=O.[Na+].[Na+]>ClCCl>[CH3:5][C:2]([O:6][CH:7]1[CH2:12][CH2:11][CH2:10][CH2:9][O:8]1)([CH3:1])[CH:3]=[O:4] |f:2.3,4.5.6|. Procedure details: To a suspension of 2-methyl-2-(tetrahydro-2H-pyran-2-yloxy)propan-1-ol (1.16 g, 6.68 mmol) in dichloromethane (20 ml) at 0° C. was added portionwise Dess-Martin periodinane (3.26 g, 7.68 mmol), and the reaction mixture was stirred at the same temperature for 20 minutes, followed by addition of saturated aqueous NaHCO3 and Na2S2O3. The resulting mixture was stirred for 3 hours and the reaction mixture was extracted with Et2O. The combined organic phases were dried and concentrated in vacuo to giv... Reactants: O=C([O-])[O-], CCI, CCOC(C)=O, CN(C)C=O, [Cs+], [Cs+], CCCc1nc(C)n(-c2ccc(O)c(F)c2)c(=O)c1Cc1ccc(-c2ccccc2C#N)cc1, O. Product: CCCc1nc(C)n(-c2ccc(OCC)c(F)c2)c(=O)c1Cc1ccc(-c2ccccc2C#N)cc1. As a reaction SMILES: [C:38](=[O:39])([O-:40])[O-:41].[CH2:35]([CH3:36])[I:37].[CH3:44][CH2:45][O:46][C:47](=[O:48])[CH3:49].[CH3:50][N:51]([CH3:52])[CH:53]=[O:54].[Cs+:42].[Cs+:43].[F:1][c:2]1[cH:3][c:4](-[n:9]2[c:10]([CH3:34])[n:11][c:12]([CH2:31][CH2:32][CH3:33])[c:13]([CH2:16][c:17]3[cH:18][cH:19][c:20](-[c:23]4[c:24]([C:29]#[N:30])[cH:25][cH:26][cH:27][cH:28]4)[cH:21][cH:22]3)[c:14]2=[O:15])[cH:5][cH:6][c:7]1[OH:8].[OH2:55]>>[F:1][c:2]1[cH:3][c:4](-[n:9]2[c:10]([CH3:34])[n:11][c:12]([CH2:31][CH2:32][CH3:33])[c:13]([CH2:16][c:17]3[cH:18][cH:19][c:20](-[c:23]4[c:24]([C:29]#[N:30])[cH:25][cH:26][cH:27][cH:28]4)[cH:21][cH:22]3)[c:14]2=[O:15])[cH:5][cH:6][c:7]1[O:8][CH2:35][CH3:36]. Starting materials: Cl.N1=CC=CC=C1 (pyridine hydrochloride), C(C)OC1=CC=CC2=C1SC1=CC=CC=C1C21CCN(CC1)C (4-ethoxy-1'-methylthioxanthene-9-spiro-4'-piperidine), [OH-].[Na+] (sodium hydroxide). The solvent is O (water). Run at temperature 210 celsius. The product is OC1=CC=CC2=C1SC1=CC=CC=C1C21CCN(CC1)C (4-hydroxy-1'-methylthioxanthene-9-spiro-4'-piperidine). Reaction SMILES: Cl.N1C=CC=CC=1.C([O:10][C:11]1[C:16]2[S:17][C:18]3[C:23]([C:24]4([CH2:29][CH2:28][N:27]([CH3:30])[CH2:26][CH2:25]4)[C:15]=2[CH:14]=[CH:13][CH:12]=1)=[CH:22][CH:21]=[CH:20][CH:19]=3)C.[OH-].[Na+]>O>[OH:10][C:11]1[C:16]2[S:17][C:18]3[C:23]([C:24]4([CH2:29][CH2:28][N:27]([CH3:30])[CH2:26][CH2:25]4)[C:15]=2[CH:14]=[CH:13][CH:12]=1)=[CH:22][CH:21]=[CH:20][CH:19]=3 |f:0.1,3.4|. Reported procedure: To a melt of pyridine hydrochloride (19 g.) at 160° C. is added 4-ethoxy-1'-methylthioxanthene-9-spiro-4'-piperidine (1.3 g.). The stirred mixture is heated to 210° C. for 30 minutes and then cooled, diluted with water and made alkaline with aqueous sodium hydroxide solution. A small amount of solid material is removed by filtration and the filtrate is acidified with concentrated hydrochloric acid followed by neutralisation with sodium bicarbonate and extraction with chloroform. The chloroform e...